Dataset: the Open Reaction Database (ORD), a public repository of structured organic reaction records. Task: describe an organic reaction: reactants, conditions, products, and yield Starting materials: COC(=O)c1coc(CNC(=O)OCc2ccccc2)n1, CCOC(C)=O. Product: COC(=O)c1coc(CN)n1. Reaction SMILES: [CH3:1][O:2][C:3](=[O:4])[c:5]1[n:6][c:7]([CH2:10][NH:11][C:12]([O:13][CH2:14][c:15]2[cH:16][cH:17][cH:18][cH:19][cH:20]2)=[O:21])[o:8][cH:9]1.[CH3:22][CH2:23][O:24][C:25](=[O:26])[CH3:27]>>[CH3:1][O:2][C:3](=[O:4])[c:5]1[n:6][c:7]([CH2:10][NH2:11])[o:8][cH:9]1. Starting materials: O=C([O-])[O-], CC(=O)[O-], CC(=O)[O-], [Cs+], [Cs+], Fc1ccc(-c2cn3ccncc3n2)cc1, CSc1nccc(I)n1, CN(C)C=O, O, [Pd+2], c1ccc(P(c2ccccc2)c2ccccc2)cc1. Yields the product CSc1nccc(-c2c(-c3ccc(F)cc3)nc3cnccn23)n1. Reaction SMILES: [C:26](=[O:27])([O-:28])[O-:29].[C:52]([O-:53])(=[O:54])[CH3:55].[C:57]([O-:58])(=[O:59])[CH3:60].[Cs+:30].[Cs+:31].[F:1][c:2]1[cH:3][cH:4][c:5](-[c:8]2[n:9][c:10]3[n:11]([cH:12][cH:13][n:14][cH:15]3)[cH:16]2)[cH:6][cH:7]1.[I:17][c:18]1[n:19][c:20]([S:24][CH3:25])[n:21][cH:22][cH:23]1.[O:61]=[CH:62][N:63]([CH3:64])[CH3:65].[OH2:51].[Pd+2:56].[c:32]1([P:33]([c:34]2[cH:35][cH:36][cH:37][cH:38][cH:39]2)[c:40]2[cH:41][cH:42][cH:43][cH:44][cH:45]2)[cH:46][cH:47][cH:48][cH:49][cH:50]1>>[F:1][c:2]1[cH:3][cH:4][c:5](-[c:8]2[n:9][c:10]3[n:11]([cH:12][cH:13][n:14][cH:15]3)[c:16]2-[c:18]2[n:19][c:20]([S:24][CH3:25])[n:21][cH:22][cH:23]2)[cH:6][cH:7]1.